Dataset: the Open Reaction Database (ORD), a public repository of structured organic reaction records. Task: describe an organic reaction: reactants, conditions, products, and yield Starting materials: [N+](=O)([O-])C1=CC=C(C=C1)OC(=O)C=1C2=C(C(=NC1)OC)OC(=C2)CC (2-ethyl-7-methoxyfuro[2,3-c]pyridine-4-carboxylic acid 4-nitrophenyl ester), NC1=C(C=NC=C1Cl)Cl (4-amino-3,5-dichloropyridine). The product is ClC=1C=NC=C(C1NC(=O)C=1C2=C(C(=NC1)OC)OC(=C2)CC)Cl (2-Ethyl-7-methoxyfuro[2,3-c]pyridine-4-carboxylic acid (3,5-dichloropyridin-4-yl)amide). The yield is 74.8%. Reaction SMILES: [N+](C1C=CC(O[C:11]([C:13]2[C:14]3[CH:23]=[C:22]([CH2:24][CH3:25])[O:21][C:15]=3[C:16]([O:19][CH3:20])=[N:17][CH:18]=2)=[O:12])=CC=1)([O-])=O.[NH2:26][C:27]1[C:32]([Cl:33])=[CH:31][N:30]=[CH:29][C:28]=1[Cl:34]>>[Cl:34][C:28]1[CH:29]=[N:30][CH:31]=[C:32]([Cl:33])[C:27]=1[NH:26][C:11]([C:13]1[C:14]2[CH:23]=[C:22]([CH2:24][CH3:25])[O:21][C:15]=2[C:16]([O:19][CH3:20])=[N:17][CH:18]=1)=[O:12]. Procedure: Starting from 2-ethyl-7-methoxyfuro[2,3-c]pyridine-4-carboxylic acid 4-nitrophenyl ester (0.20 g) and 4-amino-3,5-dichloropyridine (0.11 g). Purification by trituration with ether gave the title compound (0.16 g) as a white solid.